This data is from the Open Reaction Database (ORD), a public repository of structured organic reaction records. The task is: describe an organic reaction: reactants, conditions, products, and yield Reactants: Cc1cc2ccccn2n1, Cl, O=[N+]([O-])c1ccccc1, O, O=C(O)c1cccnc1, O=S(Cl)Cl. Yields the product Cc1nn2ccccc2c1C(=O)c1cccnc1. Reaction SMILES: [CH3:23][c:24]1[n:25][n:26]2[c:27]([cH:28][cH:29][cH:30][cH:31]2)[cH:32]1.[ClH:33].[O-:10][N+:11]([c:12]1[cH:13][cH:14][cH:15][cH:16][cH:17]1)=[O:18].[OH2:34].[OH:1][C:2](=[O:3])[c:4]1[cH:5][cH:6][cH:7][n:8][cH:9]1.[S:19]([Cl:20])([Cl:21])=[O:22]>>[C:2](=[O:3])([c:4]1[cH:5][cH:6][cH:7][n:8][cH:9]1)[c:32]1[c:24]([CH3:23])[n:25][n:26]2[c:27]1[cH:28][cH:29][cH:30][cH:31]2.